This data is from the Open Reaction Database (ORD), a public repository of structured organic reaction records. The task is: describe an organic reaction: reactants, conditions, products, and yield Starting materials: C(C)OC(=O)C=1N(C2=CC=C(C(=C2C1)Cl)Cl)CC (4,5-dichloro-1-ethyl-1H-indole-2-carboxylic acid ethyl ester), [OH-].[Na+] (NaOH). Run in CO (methanol), CCOC(=O)C (EtOAc). Reaction conditions: temperature 120 celsius. Product: ClC1=C2C=C(N(C2=CC=C1Cl)CC)C(=O)O (4,5-dichloro-1-ethyl-1H-indole-2-carboxylic acid). Isolated yield 83.0%. As a reaction SMILES: C([O:3][C:4]([C:6]1[N:7]([CH2:17][CH3:18])[C:8]2[C:13]([CH:14]=1)=[C:12]([Cl:15])[C:11]([Cl:16])=[CH:10][CH:9]=2)=[O:5])C.[OH-].[Na+]>CO.CCOC(C)=O>[Cl:15][C:12]1[C:11]([Cl:16])=[CH:10][CH:9]=[C:8]2[C:13]=1[CH:14]=[C:6]([C:4]([OH:5])=[O:3])[N:7]2[CH2:17][CH3:18] |f:1.2|. Reported procedure: To a mixture of 4,5-dichloro-1H-indole-2-carboxylic acid ethyl ester (207 mg, 0.80 mmol) in DMF (2 mL) was added drop wise a suspension of NaH (41.2 mg, 60% dispersion in mineral oil, 1.03 mmol) in DMF (5 mL). The reaction mixture was stirred for 30 min, then ethyl iodide (156 mg, 1.0 mmol) diluted in 1 mL of DMF was added drop wise at room temperature and the mixture was stirred for an additional 1 hr. The reaction mixture was diluted with 100 mL of EtOAc and washed with saturated ammonium chlo...